The task is: describe an organic reaction: reactants, conditions, products, and yield. This data is from the Open Reaction Database (ORD), a public repository of structured organic reaction records. Starting materials: BrCCBr, O=C1CCN(Cc2ccccc2)CC1, Brc1ccccc1OCc1ccccc1, [Cl-], I, [Mg], [NH4+], C1CCOC1. Product: OC1(c2ccccc2OCc2ccccc2)CCN(Cc2ccccc2)CC1. Reaction SMILES: [Br:17][CH2:18][CH2:19][Br:20].[CH2:22]([c:23]1[cH:24][cH:25][cH:26][cH:27][cH:28]1)[N:29]1[CH2:30][CH2:31][C:32](=[O:35])[CH2:33][CH2:34]1.[CH2:2]([c:3]1[cH:4][cH:5][cH:6][cH:7][cH:8]1)[O:9][c:10]1[c:11]([Br:16])[cH:12][cH:13][cH:14][cH:15]1.[Cl-:36].[I:21].[Mg:1].[NH4+:37].[O:38]1[CH2:39][CH2:40][CH2:41][CH2:42]1>>[CH2:2]([c:3]1[cH:4][cH:5][cH:6][cH:7][cH:8]1)[O:9][c:10]1[c:11]([C:32]2([OH:35])[CH2:31][CH2:30][N:29]([CH2:22][c:23]3[cH:24][cH:25][cH:26][cH:27][cH:28]3)[CH2:34][CH2:33]2)[cH:12][cH:13][cH:14][cH:15]1. The reactants are C(C1=CC=CC=C1)OC([C@H]1N(CCC1)C([C@H]1N(CCC1)C([C@@H](NC(=O)OC(C)(C)C)C)=O)=O)=O (N-t-butyloxycarbonyl-L-alanyl-L-prolyl-L-proline benzylester), [H][H] (hydrogen). The reagents and catalysts are [C].[Pd] (palladium carbon). Run in CO (methanol). The product is C(C)(C)(C)OC(=O)N[C@@H](C)C(=O)N1[C@H](C(=O)N2[C@H](C(=O)O)CCC2)CCC1 (N-t-butyloxycarbonyl-L-alanyl-L-prolyl-L-proline). Yield: 99.8%. As a reaction SMILES: C([O:8][C:9](=[O:34])[C@@H:10]1[CH2:14][CH2:13][CH2:12][N:11]1[C:15](=[O:33])[C@@H:16]1[CH2:20][CH2:19][CH2:18][N:17]1[C:21](=[O:32])[C@H:22]([CH3:31])[NH:23][C:24]([O:26][C:27]([CH3:30])([CH3:29])[CH3:28])=[O:25])C1C=CC=CC=1.[H][H]>CO.[C].[Pd]>[C:27]([O:26][C:24]([NH:23][C@H:22]([C:21]([N:17]1[CH2:18][CH2:19][CH2:20][C@H:16]1[C:15]([N:11]1[CH2:12][CH2:13][CH2:14][C@H:10]1[C:9]([OH:34])=[O:8])=[O:33])=[O:32])[CH3:31])=[O:25])([CH3:28])([CH3:29])[CH3:30] |f:3.4|. Procedure: N-t-butyloxycarbonyl-L-alanyl-L-prolyl-L-proline benzylester (5.0 g, 10.6 m mole) was dissolved in methanol (100 ml) and hydrogen gas was passed through the solution in the presence of the palladium carbon as a catalyst for 3 hours. The catalyst was removed by filtration and the solvent was distilled off under reduced pressure. Thus obtained residue was dissolved in water and the solution was freeze-dried to give N-t-butyloxycarbonyl-L-alanyl-L-prolyl-L-proline (4.04 g). Product: FC1=CC=2C=C3N(C2C(=C1)C1=CC=C(C=C1)F)CCN(C3=O)C (8-Fluoro-6-(4-fluoro-phenyl)-2-methyl-3,4-dihydro-2H-pyrazino[1,2-a]indol-1-one). Run in CN(C)C=O (DMF). Reaction conditions: time 30 minute. Isolated yield 39.6%. RXN SMILES: [F:1][C:2]1[CH:10]=[C:9]([C:11]2[CH:16]=[CH:15][C:14]([F:17])=[CH:13][CH:12]=2)[C:8]2[N:7]3[CH2:18][CH2:19][NH:20][C:21](=[O:22])[C:6]3=[CH:5][C:4]=2[CH:3]=1.[H-].[Na+].I[CH3:26]>CN(C=O)C>[F:1][C:2]1[CH:10]=[C:9]([C:11]2[CH:16]=[CH:15][C:14]([F:17])=[CH:13][CH:12]=2)[C:8]2[N:7]3[CH2:18][CH2:19][N:20]([CH3:26])[C:21](=[O:22])[C:6]3=[CH:5][C:4]=2[CH:3]=1 |f:1.2|. Procedure: To a stirred solution of 8-fluoro-6-(4-fluoro-phenyl)-3,4-dihydro-2H-pyrazino[1,2-a]indol-1-one (example 18) (0.05 g, 0.17 mmol) in DMF (1.1 ml) was added at room temperature sodium hydride (8.78 mg, 0.2 mmol), and the mixture was allowed to stir at room temperature for 30 min. Afterwards iodomethane (23.8 mg, 10.5 μl, 0.17 mmol) was added and the reaction mixture was allowed to stir at room temperature for 16 h. The mixture was poured into ice/water (30 ml) and extracted with ethyl acetate (2×2... Reactants: FC1=CC=2C=C3N(C2C(=C1)C1=CC=C(C=C1)F)CCNC3=O (8-Fluoro-6-(4-fluoro-phenyl)-3,4-dihydro-2H-pyrazino[1,2-a]indol-1-one), [H-].[Na+] (sodium hydride), ice water, IC (iodomethane). The reactants are C(=O)=O (carbon dioxide), C(C)(=O)OC(C)(C=C)CCC=C(C)C (linalyl acetate), Cl[O-].[Ca+2].Cl[O-] (calcium hypochlorite), O (water). The solvent is ClCCl (dichloromethane). Conditions: temperature 10 celsius, time 1 hour. Product: C(C)(=O)OC(C=C)(CCC(C(=C)C)Cl)C (3-acetoxy-6-chloro-3,7-dimethyl-1,7-octadiene). The yield is 177.7%. RXN SMILES: [C:1]([O:4][C:5]([CH2:9][CH2:10][CH:11]=[C:12]([CH3:14])[CH3:13])([CH:7]=[CH2:8])[CH3:6])(=[O:3])[CH3:2].[Cl:15][O-].[Ca+2].Cl[O-].O.C(=O)=O>ClCCl>[C:1]([O:4][C:5]([CH3:6])([CH2:9][CH2:10][CH:11]([Cl:15])[C:12]([CH3:14])=[CH2:13])[CH:7]=[CH2:8])(=[O:3])[CH3:2] |f:1.2.3|. Procedure: A stirred mixture of linalyl acetate (39 g, 0.2 mol), 65% calcium hypochlorite (22 g, 0.1 mol), water (70 mL) and dichloromethane (700 mL) was cooled to 10° C. and solid carbon dioxide was added until an exotherm was no longer observed upon addition. After stirring for an additional 1 h at 10° C., the organic layer was separated and washed successively with a solution containing 5% sodium bicarbonate and 1% sodium bisulfite (100 mL), and then with brine (100 mL). The organic layer was dried, the... The reactants are CCC(C)(C)Cc1cn(C(c2ccccc2)(c2ccccc2)c2ccccc2)c(CC(NS(C)(=O)=O)c2ccc(-c3ccc(F)cn3)cc2)n1, CO, Cl, C1COCCO1. Yields the product CCC(C)(C)Cc1c[nH]c(CC(NS(C)(=O)=O)c2ccc(-c3ccc(F)cn3)cc2)n1. RXN SMILES: [CH3:2][C:3]([CH2:4][c:5]1[n:6][c:7]([CH2:29][CH:30]([c:31]2[cH:32][cH:33][c:34](-[c:37]3[n:38][cH:39][c:40]([F:43])[cH:41][cH:42]3)[cH:35][cH:36]2)[NH:44][S:45](=[O:46])(=[O:47])[CH3:48])[n:8]([C:10]([c:11]2[cH:12][cH:13][cH:14][cH:15][cH:16]2)([c:17]2[cH:18][cH:19][cH:20][cH:21][cH:22]2)[c:23]2[cH:24][cH:25][cH:26][cH:27][cH:28]2)[cH:9]1)([CH2:49][CH3:50])[CH3:51].[CH3:58][OH:59].[ClH:1].[O:52]1[CH2:53][CH2:54][O:55][CH2:56][CH2:57]1>>[CH3:2][C:3]([CH2:4][c:5]1[n:6][c:7]([CH2:29][CH:30]([c:31]2[cH:32][cH:33][c:34](-[c:37]3[n:38][cH:39][c:40]([F:43])[cH:41][cH:42]3)[cH:35][cH:36]2)[NH:44][S:45](=[O:46])(=[O:47])[CH3:48])[nH:8][cH:9]1)([CH2:49][CH3:50])[CH3:51]. The reactants are ClS(=O)(=O)O (Chlorosulfonic acid), O[C@@]12[C@]3(CCC(C=C3CC[C@H]1[C@@H]1CCC([C@@]1(C)CC2)=O)=O)C (9α-Hydroxyandrostenedione), O (Water). The solvent is C(Cl)Cl (methylene chloride). Reaction conditions: time 0.5 hour. Yields the product C[C@@]12C(CC[C@H]1[C@@H]1CCC3=CC(CC[C@]3(C)C1=CC2)=O)=O (androsta-4,9(11)-diene-3,17-dione). As a reaction SMILES: O[C@:2]12[CH2:19][CH2:18][C@@:16]3([CH3:17])[C@@H:12]([CH2:13][CH2:14][C:15]3=[O:20])[C@@H:11]1[CH2:10][CH2:9][C:8]1[C@:3]2([CH3:22])[CH2:4][CH2:5][C:6](=[O:21])[CH:7]=1.ClS(O)(=O)=O.O>C(Cl)Cl>[CH3:17][C@:16]12[CH2:18][CH:19]=[C:2]3[C@@H:11]([CH2:10][CH2:9][C:8]4[C@:3]3([CH3:22])[CH2:4][CH2:5][C:6](=[O:21])[CH:7]=4)[C@@H:12]1[CH2:13][CH2:14][C:15]2=[O:20]. Procedure: 9α-Hydroxyandrostenedione (10.00 g.) is dissolved in methylene chloride (100 ml.) and cooled to 0°-5°. Chlorosulfonic acid (5 ml.) is added dropwise and the mixture stirred to 0.5 hour at 0°-5°. Water (50 ml.) is added dropwise while the temperature rises to 23°. The mixture is stirred for 5 minutes and the phases separated. The organic phase is washed with an aqueous sodium bicarbonate solution (10%, 25 ml.) and water (50 ml.) containing 10 ml. of a saturated sodium chloride solution. Each of t...